From a dataset of the Open Reaction Database (ORD), a public repository of structured organic reaction records. describe an organic reaction: reactants, conditions, products, and yield The reactants are C(C)N1C(C=2N([C@H](C1)C)C=C(C2O)C(=O)OCC)=O (ethyl (4S)-2-ethyl-8-hydroxy-4-methyl-1-oxo-1,2,3,4-tetrahydropyrrolo[1,2-a]pyrazin-7-carboxylate), C([O-])([O-])=O.[K+].[K+] (potassium carbonate), IC (iodomethane). Solvent: CN(C)C=O (DMF). Conditions: time 8 hour. Yields the product C(C)N1C(C=2N([C@H](C1)C)C=C(C2OC)C(=O)OCC)=O (Ethyl (4S)-2-ethyl-8-methoxy-4-methyl-1-oxo-1,2,3,4-tetrahydropyrrolo[1,2-a]pyrazin-7-carboxylate). RXN SMILES: [CH2:1]([N:3]1[CH2:8][C@H:7]([CH3:9])[N:6]2[CH:10]=[C:11]([C:14]([O:16][CH2:17][CH3:18])=[O:15])[C:12]([OH:13])=[C:5]2[C:4]1=[O:19])[CH3:2].[C:20](=O)([O-])[O-].[K+].[K+].IC>CN(C=O)C>[CH2:1]([N:3]1[CH2:8][C@H:7]([CH3:9])[N:6]2[CH:10]=[C:11]([C:14]([O:16][CH2:17][CH3:18])=[O:15])[C:12]([O:13][CH3:20])=[C:5]2[C:4]1=[O:19])[CH3:2] |f:1.2.3|. Reported procedure: A mixture of ethyl (4S)-2-ethyl-8-hydroxy-4-methyl-1-oxo-1,2,3,4-tetrahydropyrrolo[1,2-a]pyrazin-7-carboxylate (6.6 g, 24.8 mmol), anhydrous potassium carbonate (13.7 g, 99.1 mmol, 325 mesh), and iodomethane (4.2 g, 29.7 mmol) in anhydrous DMF (123 mL) was stirred at room temperature overnight. The mixture was filtered and concentrated under vacuum. The residue was partitioned between chloroform and dilute hydrochloric acid. The organic extract was washed with brine, dried over anhydrous sodium ... The reactants are IC1=NN(C2=CC(=CC=C12)C=O)COCC[Si](C)(C)C (3-iodo-1-((2-(trimethylsilyl)ethoxy)methyl)-1H-indazole-6-carbaldehyde), N1N=NN=C1C=1C=C(C=CC1)B(O)O (3-(tetrazol-5-yl)phenylboronic acid), C(=O)([O-])[O-].[Na+].[Na+] (Na2CO3). The reagents and catalysts are C=1C=CC(=CC1)[P](C=2C=CC=CC2)(C=3C=CC=CC3)[Pd]([P](C=4C=CC=CC4)(C=5C=CC=CC5)C=6C=CC=CC6)([P](C=7C=CC=CC7)(C=8C=CC=CC8)C=9C=CC=CC9)[P](C=1C=CC=CC1)(C=1C=CC=CC1)C=1C=CC=CC1 (Pd(PPh3)4). The solvent is COCCOC.O.CCO (DME H2O EtOH). Run at temperature 125 celsius, time 4 hour. Yields the product N1N=NN=C1C=1C=C(C=CC1)C1=NN(C2=CC(=CC=C12)C=O)COCC[Si](C)(C)C (3-(3-(1H-tetrazol-5-yl)phenyl)-1-((2-(trimethylsilyl)ethoxy)methyl)-1H-indazole-6-carbaldehyde). Yield: 38.0%. Reaction SMILES: I[C:2]1[C:10]2[C:5](=[CH:6][C:7]([CH:11]=[O:12])=[CH:8][CH:9]=2)[N:4]([CH2:13][O:14][CH2:15][CH2:16][Si:17]([CH3:20])([CH3:19])[CH3:18])[N:3]=1.[NH:21]1[C:25]([C:26]2[CH:27]=[C:28](B(O)O)[CH:29]=[CH:30][CH:31]=2)=[N:24][N:23]=[N:22]1.C([O-])([O-])=O.[Na+].[Na+]>COCCOC.O.CCO.C1C=CC([P]([Pd]([P](C2C=CC=CC=2)(C2C=CC=CC=2)C2C=CC=CC=2)([P](C2C=CC=CC=2)(C2C=CC=CC=2)C2C=CC=CC=2)[P](C2C=CC=CC=2)(C2C=CC=CC=2)C2C=CC=CC=2)(C2C=CC=CC=2)C2C=CC=CC=2)=CC=1>[NH:24]1[C:25]([C:26]2[CH:31]=[C:30]([C:2]3[C:10]4[C:5](=[CH:6][C:7]([CH:11]=[O:12])=[CH:8][CH:9]=4)[N:4]([CH2:13][O:14][CH2:15][CH2:16][Si:17]([CH3:20])([CH3:19])[CH3:18])[N:3]=3)[CH:29]=[CH:28][CH:27]=2)=[N:21][N:22]=[N:23]1 |f:2.3.4,5.6.7,^1:54,56,75,94|. Procedure details: A mixture of 3-iodo-1-((2-(trimethylsilyl)ethoxy)methyl)-1H-indazole-6-carbaldehyde (100 mg, 0.25 mmol), 3-(tetrazol-5-yl)phenylboronic acid (57 mg, 0.30 mmol), Pd(PPh3)4 (18 mg, 0.025 mmol) and 2M Na2CO3 (0.13 mL, 0.25 mmol) in DME/H2O/EtOH (2.8 mL/0.8 mL/0.4 mL) was degassed by evacuation and blanketed with Ar. The reaction mixture was sealed and heated with stirring under microwave irradiation at 125° C. for 4 hours. The crude reaction mixture was concentrated under reduced pressure. The resi... Run in CN(C=O)C (N,N-dimethylformamide). Procedure details: 4-Hydroxy-8-(3-methoxy-4-phenylsulfinylphenyl)pyrazolo[1,5-a]-1,3,5-triazine monohydrate (80 g) is dissolved in N,N-dimethylformamide (600 ml), and the insoluble material is filtered off. To the filtrate is added water (3 liters), and the resulting precipitate is separated by filtration and refluxed in acetone (1.6 liter) for 2 hours. After cooling, the precipitate is separated by Starting materials: O.OC1=NC=NC=2N1N=CC2C2=CC(=C(C=C2)S(=O)C2=CC=CC=C2)OC (4-Hydroxy-8-(3-methoxy-4-phenylsulfinylphenyl)pyrazolo[1,5-a]-1,3,5-triazine monohydrate). Yields the product O.O.OC1=NC=NC=2N1N=CC2C2=CC(=C(C=C2)S(=O)C2=CC=CC=C2)OC (4-Hydroxy-8-(3-methoxy-4-phenylsulfinylphenyl)pyrazolo[1,5-a]-1,3,5-triazine dihydrate). Reaction SMILES: [OH2:1].[OH:2][C:3]1[N:8]2[N:9]=[CH:10][C:11]([C:12]3[CH:17]=[CH:16][C:15]([S:18]([C:20]4[CH:25]=[CH:24][CH:23]=[CH:22][CH:21]=4)=[O:19])=[C:14]([O:26][CH3:27])[CH:13]=3)=[C:7]2[N:6]=[CH:5][N:4]=1>CN(C)C=O>[OH2:2].[OH2:1].[OH:2][C:3]1[N:8]2[N:9]=[CH:10][C:11]([C:12]3[CH:17]=[CH:16][C:15]([S:18]([C:20]4[CH:25]=[CH:24][CH:23]=[CH:22][CH:21]=4)=[O:19])=[C:14]([O:26][CH3:27])[CH:13]=3)=[C:7]2[N:6]=[CH:5][N:4]=1 |f:0.1,3.4.5|. Reactants: [BH4-].[Na+] (Sodium borohydride), O=C(C(=O)N)C1=C(C=CC=C1)OC1=CC=CC=C1 (2-Oxo-2-(2-phenoxyphenyl)acetamide), Cl (hydrochloric acid). Solvent: C(C)O (ethanol). Reaction conditions: time 30 minute. The product is OC(C(=O)N)C1=C(C=CC=C1)OC1=CC=CC=C1 (2-hydroxy-2-(2-phenoxyphenyl)acetamide). Isolated yield 88.4%. RXN SMILES: [O:1]=[C:2]([C:6]1[CH:11]=[CH:10][CH:9]=[CH:8][C:7]=1[O:12][C:13]1[CH:18]=[CH:17][CH:16]=[CH:15][CH:14]=1)[C:3]([NH2:5])=[O:4].[BH4-].[Na+].Cl>C(O)C>[OH:1][CH:2]([C:6]1[CH:11]=[CH:10][CH:9]=[CH:8][C:7]=1[O:12][C:13]1[CH:18]=[CH:17][CH:16]=[CH:15][CH:14]=1)[C:3]([NH2:5])=[O:4] |f:1.2|. Procedure: 2-Oxo-2-(2-phenoxyphenyl)acetamide (4.82 g, 20.0 mmol) was dissolved in ethanol (50 ml). Sodium borohydride (0.76 g, 20.0 mmol) was added slowly under ice-cooling. After stirring for 30 minutes, the mixture was neutralized with 1N hydrochloric acid, and extracted with ethyl acetate. The organic layer was washed with saturated brine and dried over sodium sulfate, and the solvent was evaporated to give an oil. The oil was purified by column chromatography on silica gel (eluting with n-hexane-ethyl...